Dataset: the Open Reaction Database (ORD), a public repository of structured organic reaction records. Task: describe an organic reaction: reactants, conditions, products, and yield The reactants are [Cl-], O=[N+]([O-])c1ccc(Cl)c(Cl)c1, [F-], [K+], Cc1ccccc1C. Yields the product O=[N+]([O-])c1ccc(F)c(Cl)c1. Reaction SMILES: [Cl-:3].[Cl:4][c:5]1[cH:6][c:7]([N+:12](=[O:13])[O-:14])[cH:8][cH:9][c:10]1[Cl:11].[F-:1].[K+:2].[c:15]1([CH3:16])[c:17]([CH3:18])[cH:19][cH:20][cH:21][cH:22]1>>[F:1][c:10]1[c:5]([Cl:4])[cH:6][c:7]([N+:12](=[O:13])[O-:14])[cH:8][cH:9]1. Starting materials: C1CCOC1, CN(C)c1ccncc1, CO, O=C(O)C1CC2C=CC1C2, C(=NC1CCCCC1)=NC1CCCCC1, OCc1cc(-n2c3ccccc3c3ccccc32)cc(-n2c3ccccc3c3ccccc32)c1. Yields the product O=C(OCc1cc(-n2c3ccccc3c3ccccc32)cc(-n2c3ccccc3c3ccccc32)c1)C1CC2C=CC1C2. Reaction SMILES: [CH2:45]1[O:46][CH2:47][CH2:48][CH2:49]1.[CH3:65][N:66]([c:67]1[cH:68][cH:69][n:70][cH:71][cH:72]1)[CH3:73].[CH3:74][OH:75].[CH:35]12[CH:36]([C:42](=[O:43])[OH:44])[CH2:37][CH:38]([CH:39]=[CH:40]1)[CH2:41]2.[CH:50]1([N:51]=[C:52]=[N:53][CH:54]2[CH2:55][CH2:56][CH2:57][CH2:58][CH2:59]2)[CH2:60][CH2:61][CH2:62][CH2:63][CH2:64]1.[cH:1]1[cH:2][cH:3][cH:4][c:5]2[c:6]3[cH:7][cH:8][cH:9][cH:10][c:11]3[n:12](-[c:14]3[cH:15][c:16]([CH2:33][OH:34])[cH:17][c:18](-[n:20]4[c:21]5[cH:22][cH:23][cH:24][cH:25][c:26]5[c:27]5[cH:28][cH:29][cH:30][cH:31][c:32]45)[cH:19]3)[c:13]12>>[cH:1]1[cH:2][cH:3][cH:4][c:5]2[c:6]3[cH:7][cH:8][cH:9][cH:10][c:11]3[n:12](-[c:14]3[cH:15][c:16]([CH2:33][O:34][C:42]([CH:36]4[CH:35]5[CH:40]=[CH:39][CH:38]([CH2:37]4)[CH2:41]5)=[O:43])[cH:17][c:18](-[n:20]4[c:21]5[cH:22][cH:23][cH:24][cH:25][c:26]5[c:27]5[cH:28][cH:29][cH:30][cH:31][c:32]45)[cH:19]3)[c:13]12. Starting materials: FC(C(=O)O)(F)F (Trifluoroacetic acid), ClC1=C(CN2C(=C(C=3N(C(N(C(C32)=O)C)=O)C)O)N3C[C@@H](CCC3)NC(OC(C)(C)C)=O)C=CC=C1 (tert-butyl {(3R)-1-[5-(2-chlorobenzyl)-7-hydroxy-1,3-dimethyl-2,4-dioxo-2,3,4,5-tetrahydro-1H-pyrrolo[3,2-d]pyrimidin-6-yl]piperidin-3-yl}carbamate). Solvent: C(Cl)(Cl)Cl (chloroform). Conditions: time 2 hour. Product: FC(C(=O)O)(F)F.N[C@H]1CN(CCC1)C1=C(C=2N(C(N(C(C2N1CC1=C(C=CC=C1)Cl)=O)C)=O)C)O (6-[(3R)-3-Aminopiperidin-1-yl]-5-(2-chlorobenzyl)-7-hydroxy-1,3-dimethyl-1H-pyrrolo[3,2-d]pyrimidine-2,4(3H, 5H)dione trifluoroacetate). Reaction SMILES: [F:1][C:2]([F:7])([F:6])[C:3]([OH:5])=[O:4].[Cl:8][C:9]1[CH:43]=[CH:42][CH:41]=[CH:40][C:10]=1[CH2:11][N:12]1[C:20]2[C:19](=[O:21])[N:18]([CH3:22])[C:17](=[O:23])[N:16]([CH3:24])[C:15]=2[C:14]([OH:25])=[C:13]1[N:26]1[CH2:31][CH2:30][CH2:29][C@@H:28]([NH:32]C(=O)OC(C)(C)C)[CH2:27]1>C(Cl)(Cl)Cl>[F:1][C:2]([F:7])([F:6])[C:3]([OH:5])=[O:4].[NH2:32][C@@H:28]1[CH2:29][CH2:30][CH2:31][N:26]([C:13]2[N:12]([CH2:11][C:10]3[CH:40]=[CH:41][CH:42]=[CH:43][C:9]=3[Cl:8])[C:20]3[C:19](=[O:21])[N:18]([CH3:22])[C:17](=[O:23])[N:16]([CH3:24])[C:15]=3[C:14]=2[OH:25])[CH2:27]1 |f:3.4|. Procedure details: Trifluoroacetic acid (1.5 ml) was added to a solution of tert-butyl {(3R)-1-[5-(2-chlorobenzyl)-7-hydroxy-1,3-dimethyl-2,4-dioxo-2,3,4,5-tetrahydro-1H-pyrrolo[3,2-d]pyrimidin-6-yl]piperidin-3-yl}carbamate (54 g) in chloroform (1 ml), and the resulting mixture was stirred at room temperature for 2 hours. The reaction solution was concentrated under reduced pressure to obtain the title compound (45 mg). Starting materials: C(=O)(O)C=1C=C2CC(NC2=CC1)=O (5-carboxy-2-oxindole), CC1=C(NC2=CC=CC=C12)C=O (3-methylindole-2-carbaldehyde), N1CCCCC1 (piperidine). Run in C(C)O (ethanol). Conditions: time 8 hour. Yields the product CC1=C(NC2=CC=CC=C12)C=C1C(NC2=CC=C(C=C12)C(=O)O)=O (3-(3-methyl-1H-indol-2-ylmethylene)-2-oxo-2,3-dihydro-1H-indole-5-carboxylic acid). Yield: 67.0%. As a reaction SMILES: [C:1]([C:4]1[CH:5]=[C:6]2[C:10](=[CH:11][CH:12]=1)[NH:9][C:8](=[O:13])[CH2:7]2)([OH:3])=[O:2].[CH3:14][C:15]1[C:23]2[C:18](=[CH:19][CH:20]=[CH:21][CH:22]=2)[NH:17][C:16]=1[CH:24]=O.N1CCCCC1>C(O)C>[CH3:14][C:15]1[C:23]2[C:18](=[CH:19][CH:20]=[CH:21][CH:22]=2)[NH:17][C:16]=1[CH:24]=[C:7]1[C:6]2[C:10](=[CH:11][CH:12]=[C:4]([C:1]([OH:3])=[O:2])[CH:5]=2)[NH:9][C:8]1=[O:13]. Procedure details: A mixture of 5-carboxy-2-oxindole (113 mg), 3-methylindole-2-carbaldehyde (56 mg) (prepared according to Synthetic Communications, 1986, 16, 1799) and piperidine (30 mg) in ethanol (1 mL) was held in a sealed tube at 90° C. overnight. The mixture was cooled to room temperature. The solid was collected by vacuum filtration, washed with cold ethanol and dried in a vacuum oven to give 75 mg (58% yield) of 3-(3-methyl-1H-indol-2-ylmethylene)-2-oxo-2,3-dihydro-1H-indole-5-carboxylic acid (piperidine ... Reactants: C[O-].[Na+] (sodium methoxide), Cl.NO (hydoxylamine hydrochloride), C(#N)C=1C=CC(=NC1)Cl (5-cyano-2-chloropyridine). Solvent: CO (methanol). Reaction conditions: time 30 minute. Product: ClC1=CC=C(C=N1)C(N)=NO (6-Chloro-N′-hydroxy-3-pyridinecarboximidamide). The yield is 97.1%. Reaction SMILES: C[O-].[Na+].Cl.[NH2:5][OH:6].[C:7]([C:9]1[CH:10]=[CH:11][C:12]([Cl:15])=[N:13][CH:14]=1)#[N:8]>CO>[Cl:15][C:12]1[N:13]=[CH:14][C:9]([C:7](=[N:5][OH:6])[NH2:8])=[CH:10][CH:11]=1 |f:0.1,2.3|. Procedure details: To a solution of sodium methoxide (15.6 g of 25-30% in methanol, 72 mmol) in methanol (70 mL) at 0° C. was added hydoxylamine hydrochloride (5.02 g, 72 mmol) and the mixture was then stirred at room temperature for 30 minutes. 5-cyano-2-chloropyridine (10 g, 72 mmol) was added and the reaction was heated to reflux for 3 hours. The reaction was cooled to room temperature, filtered to remove precipitated sodium chloride and the filtrate was evaporated to dryness. The residue was dissolved in ethan... The reactants are COC(=O)c1sc(NC(=O)OC(C)(C)C)nc1-c1ccc(C(=O)NC2CC2)cc1, ClCCl, O=C(O)C(F)(F)F. Yields the product COC(=O)c1sc(N)nc1-c1ccc(C(=O)NC2CC2)cc1. Reaction SMILES: [CH3:1][O:2][C:3](=[O:4])[c:5]1[c:6](-[c:18]2[cH:19][cH:20][c:21]([C:24]([NH:25][CH:26]3[CH2:27][CH2:28]3)=[O:29])[cH:22][cH:23]2)[n:7][c:8]([NH:10][C:11]([O:12][C:13]([CH3:14])([CH3:15])[CH3:16])=[O:17])[s:9]1.[Cl:37][CH2:38][Cl:39].[F:30][C:31]([F:32])([F:33])[C:34]([OH:35])=[O:36]>>[CH3:1][O:2][C:3](=[O:4])[c:5]1[c:6](-[c:18]2[cH:19][cH:20][c:21]([C:24]([NH:25][CH:26]3[CH2:27][CH2:28]3)=[O:29])[cH:22][cH:23]2)[n:7][c:8]([NH2:10])[s:9]1.